describe an organic reaction: reactants, conditions, products, and yield From a dataset of the Open Reaction Database (ORD), a public repository of structured organic reaction records. Starting materials: CCN=C=NCCCN(C)C, CCN(C(C)C)C(C)C, Cl, Nc1cccnc1, N#Cc1cccc(OC2CCNCC2)c1, CN(C)C=O, O, On1nnc2ccccc21, O=C(O)CNC(=O)c1cn(-c2cccnc2)nn1. The product is N#Cc1cccc(OC2CCN(C(=O)CNC(=O)c3cn(-c4cccnc4)nn3)CC2)c1. RXN SMILES: [CH3:20][CH2:21][N:22]=[C:23]=[N:24][CH2:25][CH2:26][CH2:27][N:28]([CH3:29])[CH3:30].[CH:1]([N:2]([CH2:3][CH3:4])[CH:5]([CH3:6])[CH3:7])([CH3:8])[CH3:9].[ClH:56].[NH2:49][c:50]1[cH:51][n:52][cH:53][cH:54][cH:55]1.[NH:57]1[CH2:58][CH2:59][CH:60]([O:63][c:64]2[cH:65][c:66]([C:67]#[N:68])[cH:69][cH:70][cH:71]2)[CH2:61][CH2:62]1.[O:72]=[CH:73][N:74]([CH3:75])[CH3:76].[OH2:77].[OH:10][n:11]1[c:12]2[c:13]([cH:14][cH:15][cH:16][cH:17]2)[n:18][n:19]1.[n:31]1[cH:32][c:33](-[n:37]2[n:38][n:39][c:40]([C:42](=[O:43])[NH:44][CH2:45][C:46](=[O:47])[OH:48])[cH:41]2)[cH:34][cH:35][cH:36]1>>[n:31]1[cH:32][c:33](-[n:37]2[n:38][n:39][c:40]([C:42](=[O:43])[NH:44][CH2:45][C:46](=[O:48])[N:57]3[CH2:58][CH2:59][CH:60]([O:63][c:64]4[cH:65][c:66]([C:67]#[N:68])[cH:69][cH:70][cH:71]4)[CH2:61][CH2:62]3)[cH:41]2)[cH:34][cH:35][cH:36]1. The reactants are CCOC(=O)C(C)(C)CCCBr, O=C([O-])[O-], CCO, [I-], [K+], [K+], [Na+], COc1cccc(O)c1C=O. The product is CCOC(=O)C(C)(C)CCCOc1cccc(OC)c1C=O. Reaction SMILES: [Br:12][CH2:13][CH2:14][CH2:15][C:16]([C:17](=[O:18])[O:19][CH2:20][CH3:21])([CH3:22])[CH3:23].[C:24](=[O:25])([O-:26])[O-:27].[CH3:32][CH2:33][OH:34].[I-:31].[K+:28].[K+:29].[Na+:30].[OH:1][c:2]1[c:3]([CH:4]=[O:5])[c:6]([O:10][CH3:11])[cH:7][cH:8][cH:9]1>>[O:1]([c:2]1[c:3]([CH:4]=[O:5])[c:6]([O:10][CH3:11])[cH:7][cH:8][cH:9]1)[CH2:13][CH2:14][CH2:15][C:16]([C:17](=[O:18])[O:19][CH2:20][CH3:21])([CH3:22])[CH3:23]. Starting materials: CN1C(N(C(C=C1C(F)(F)F)=O)C1=C(C=C(C(=C1)O)Cl)F)=O (1-methyl-6-trifluoromethyl-3-(4-chloro-2-fluoro-5-hydroxyphenyl)-2,4(1H,3H)-pyrimidinedione), [N+](=O)(O)[O-] (nitric acid). Run in S(O)(O)(=O)=O (sulfuric acid). The product is CN1C(N(C(C=C1C(F)(F)F)=O)C1=C(C=C(C(=C1[N+](=O)[O-])O)Cl)F)=O (1-methyl-6-trifluoromethyl-3-(4-chloro-2-fluoro-5-hydroxy-6-nitrophenyl)-2,4(1H,3H)-pyrimidinedione). The yield is 35.5%. As a reaction SMILES: [CH3:1][N:2]1[C:7]([C:8]([F:11])([F:10])[F:9])=[CH:6][C:5](=[O:12])[N:4]([C:13]2[CH:18]=[C:17]([OH:19])[C:16]([Cl:20])=[CH:15][C:14]=2[F:21])[C:3]1=[O:22].[N+:23]([O-])([OH:25])=[O:24]>S(=O)(=O)(O)O>[CH3:1][N:2]1[C:7]([C:8]([F:10])([F:11])[F:9])=[CH:6][C:5](=[O:12])[N:4]([C:13]2[C:18]([N+:23]([O-:25])=[O:24])=[C:17]([OH:19])[C:16]([Cl:20])=[CH:15][C:14]=2[F:21])[C:3]1=[O:22]. Procedure: This compound was prepared in the manner of Step A of Example 1, using 3.8 grams (0.011 mole) of 1-methyl-6-trifluoromethyl-3-(4-chloro-2-fluoro-5-hydroxyphenyl)-2,4(1H,3H)-pyrimidinedione, 1.0 gram (0.011 mole) of 70% nitric acid, and 50 mL of sulfuric acid, yielding 1.5 grams of title compound. The NMR spectrum was consistent with the proposed structure.